This data is from the Open Reaction Database (ORD), a public repository of structured organic reaction records. The task is: describe an organic reaction: reactants, conditions, products, and yield Reactants: CCOCC, CC1C(=O)c2ccccc2C1C, [Cl-], [Li]C, [NH4+]. The product is CC1c2ccccc2C(C)(O)C1C. Reaction SMILES: [CH3:17][CH2:18][O:19][CH2:20][CH3:21].[CH3:1][CH:2]1[C:3](=[O:12])[c:4]2[cH:5][cH:6][cH:7][cH:8][c:9]2[CH:10]1[CH3:11].[Cl-:15].[Li:13][CH3:14].[NH4+:16]>>[CH3:1][CH:2]1[C:3]([OH:12])([CH3:14])[c:4]2[cH:5][cH:6][cH:7][cH:8][c:9]2[CH:10]1[CH3:11]. Reactants: CC(=O)O, CCCCc1c(Cc2ccc(-c3ccccc3-c3nnnn3C(c3ccccc3)(c3ccccc3)c3ccccc3)cc2)c(=O)nc2n1C(C)C(=O)N2, O. The product is CCCCc1c(Cc2ccc(-c3ccccc3-c3nnn[nH]3)cc2)c(=O)nc2n1C(C)C(=O)N2. Reaction SMILES: [C:54]([OH:55])(=[O:56])[CH3:57].[CH2:1]([CH2:2][CH2:3][CH3:4])[c:5]1[c:6]([CH2:17][c:18]2[cH:19][cH:20][c:21](-[c:24]3[c:25](-[c:30]4[n:31][n:32][n:33][n:34]4[C:35]([c:36]4[cH:37][cH:38][cH:39][cH:40][cH:41]4)([c:42]4[cH:43][cH:44][cH:45][cH:46][cH:47]4)[c:48]4[cH:49][cH:50][cH:51][cH:52][cH:53]4)[cH:26][cH:27][cH:28][cH:29]3)[cH:22][cH:23]2)[c:7](=[O:16])[n:8][c:9]2[n:10]1[CH:11]([CH3:15])[C:12](=[O:14])[NH:13]2.[OH2:58]>>[CH2:1]([CH2:2][CH2:3][CH3:4])[c:5]1[c:6]([CH2:17][c:18]2[cH:19][cH:20][c:21](-[c:24]3[c:25](-[c:30]4[n:31][n:32][n:33][nH:34]4)[cH:26][cH:27][cH:28][cH:29]3)[cH:22][cH:23]2)[c:7](=[O:16])[n:8][c:9]2[n:10]1[CH:11]([CH3:15])[C:12](=[O:14])[NH:13]2. Starting materials: C1CCOC1, CC(C)[Mg+], [Cl-], [Cl-], Fc1nccnc1I, [Li+], O=C1CCOCC1. Product: OC1(c2nccnc2F)CCOCC1. RXN SMILES: [CH2:23]1[O:24][CH2:25][CH2:26][CH2:27]1.[CH:12]([Mg+:13])([CH3:14])[CH3:15].[Cl-:11].[Cl-:9].[F:1][c:2]1[n:3][cH:4][cH:5][n:6][c:7]1[I:8].[Li+:10].[O:16]1[CH2:17][CH2:18][C:19](=[O:22])[CH2:20][CH2:21]1>>[F:1][c:2]1[n:3][cH:4][cH:5][n:6][c:7]1[C:19]1([OH:22])[CH2:18][CH2:17][O:16][CH2:21][CH2:20]1. Reactants: CNC(CCNC(C1=C(C(=C(C(=C1I)N)I)C(=O)O)I)=O)=O (N-(3-carboxy-5-amino-2,4,6-triiodobenzoyl)-β-alanine methylamide), CNC(C(NC(C1=C(C(=C(C(=C1I)N)I)C(=O)O)I)=O)CO)=O (N-(3-carboxy-5-amino-2,4,6-triiodobenzoyl)-DL-serine methylamide), C(C)(=O)Cl (acetyl chloride). The solvent is CC(=O)N(C)C (dimethylacetamide). Yields the product CNC(CCNC(C1=C(C(=C(C(=C1I)NC(C)=O)I)C(=O)O)I)=O)=O (N-(3-Carboxy-5-acetamido-2,4,6-triiodobenzoyl)-β-alanine Methylamide). The yield is 58.8%. RXN SMILES: [CH3:1][NH:2][C:3](=[O:22])[CH2:4][CH2:5][NH:6][C:7](=[O:21])[C:8]1[C:13]([I:14])=[C:12]([NH2:15])[C:11]([I:16])=[C:10]([C:17]([OH:19])=[O:18])[C:9]=1[I:20].CNC(=O)C(CO)NC(=O)C1C(I)=C(N)C(I)=[C:31]([C:38](O)=[O:39])C=1I.C(Cl)(=O)C>CC(N(C)C)=O>[CH3:1][NH:2][C:3](=[O:22])[CH2:4][CH2:5][NH:6][C:7](=[O:21])[C:8]1[C:13]([I:14])=[C:12]([NH:15][C:38](=[O:39])[CH3:31])[C:11]([I:16])=[C:10]([C:17]([OH:19])=[O:18])[C:9]=1[I:20]. Procedure: 99.5 g. (0.15 mole) of N-(3-carboxy-5-amino-2,4,6-triiodobenzoyl)-β-alanine methylamide . 1.1 H2O (IV f), m.p. 250°-252° C. (decomposition) in 190 ml. of dimethylacetamide yield, after reaction with 40.0 ml. of acetyl chloride analogously to Example 1, 60.4 g. (58.8%) of the desired compound. A sample for analysis is purified in alcohol by way of the dimethylammonium salt; m.p. 288°-289° C. (under decomposition). The reactants are CN1C(=NC=C(C1=O)C2=CC(=C(C=C2)OC3=C4C=C(C(=CC4=NC=C3)OCCCN5CCOCC5)OC)F)CC6=CC=CC=C6 (AM-7), CN1C2CCC1CC(C2)OC(C3=CC=CC=C3)C4=CC=C(C=C4)Cl.Cl (FC-1). Reaction conditions: time 30 minute. Product: CN1C2CCC1CC(C2)OC(C3=CC=CC=C3)C4=CC=C(C=C4)Cl.Cl.CN1C(=NC=C(C1=O)C2=CC(=C(C=C2)OC3=C4C=C(C(=CC4=NC=C3)OCCCN5CCOCC5)OC)F)CC6=CC=CC=C6 (FC-1 AM-7). Reaction SMILES: [CH3:1][N:2]1[C:7](=[O:8])[C:6]([C:9]2[CH:14]=[CH:13][C:12]([O:15][C:16]3[CH:25]=[CH:24][N:23]=[C:22]4[C:17]=3[CH:18]=[C:19]([O:36][CH3:37])[C:20]([O:26][CH2:27][CH2:28][CH2:29][N:30]3[CH2:35][CH2:34][O:33][CH2:32][CH2:31]3)=[CH:21]4)=[C:11]([F:38])[CH:10]=2)=[CH:5][N:4]=[C:3]1[CH2:39][C:40]1[CH:45]=[CH:44][CH:43]=[CH:42][CH:41]=1.[CH3:46][N:47]1[CH:51]2[CH2:52][CH:53]([O:55][CH:56]([C:63]3[CH:68]=[CH:67][C:66]([Cl:69])=[CH:65][CH:64]=3)[C:57]3[CH:62]=[CH:61][CH:60]=[CH:59][CH:58]=3)[CH2:54][CH:48]1[CH2:49][CH2:50]2.[ClH:70]>>[CH3:46][N:47]1[CH:51]2[CH2:52][CH:53]([O:55][CH:56]([C:63]3[CH:68]=[CH:67][C:66]([Cl:69])=[CH:65][CH:64]=3)[C:57]3[CH:62]=[CH:61][CH:60]=[CH:59][CH:58]=3)[CH2:54][CH:48]1[CH2:49][CH2:50]2.[ClH:70].[CH3:1][N:2]1[C:7](=[O:8])[C:6]([C:9]2[CH:14]=[CH:13][C:12]([O:15][C:16]3[CH:25]=[CH:24][N:23]=[C:22]4[C:17]=3[CH:18]=[C:19]([O:36][CH3:37])[C:20]([O:26][CH2:27][CH2:28][CH2:29][N:30]3[CH2:35][CH2:34][O:33][CH2:32][CH2:31]3)=[CH:21]4)=[C:11]([F:38])[CH:10]=2)=[CH:5][N:4]=[C:3]1[CH2:39][C:40]1[CH:45]=[CH:44][CH:43]=[CH:42][CH:41]=1 |f:1.2,3.4.5|. Procedure details: To a 50-mL round-bottom flask, equipped with a magnetic stirbar, was charged 6.12 g (82.6 mmol) of AM-7 and 20 g (16.5 mmol) of FC-1 at room temperature. Next the mixture was stirred for about 30 min at room temperature. Finally volatiles were removed at temperatures up to 150° C. at 4.0 mm pressure to provide FC-1/AM-7, nominal molecular weight=1253.1 g/mol. Starting materials: CN(C1(CCC(CC1)NC(=O)NCCC1=CNC2=CC=C(C=C12)F)C1=CC=CC=C1)C (1-(4-dimethylamino-4-phenylcyclohexyl)-3-[2-(5-fluoro-1H-indol-3-yl)ethyl]urea), C[Si](Cl)(C)C (trimethylchlorosilane). Solvent: CC(=O)CC (ethyl methyl ketone). Yields the product Cl.CN(C1(CCC(CC1)NC(=O)NCCC1=CNC2=CC=C(C=C12)F)C1=CC=CC=C1)C (1-(4-Dimethylamino-4-phenylcyclohexyl)-3-[2-(5-fluoro-1H-indol-3-yl)ethyl]urea hydrochloride), CN(C1(CCC(CC1)NC(=O)NCCC1=CNC2=CC=C(C=C12)F)C1=CC=CC=C1)C (1-(4-dimethylamino-4-phenylcyclohexyl)-3-[2-(5-fluoro-1H-indol-3-yl)ethyl]urea). Reaction SMILES: [CH3:1][N:2]([CH3:31])[C:3]1([C:25]2[CH:30]=[CH:29][CH:28]=[CH:27][CH:26]=2)[CH2:8][CH2:7][CH:6]([NH:9][C:10]([NH:12][CH2:13][CH2:14][C:15]2[C:23]3[C:18](=[CH:19][CH:20]=[C:21]([F:24])[CH:22]=3)[NH:17][CH:16]=2)=[O:11])[CH2:5][CH2:4]1.C[Si](C)(C)[Cl:34]>CC(CC)=O>[ClH:34].[CH3:31][N:2]([CH3:1])[C:3]1([C:25]2[CH:30]=[CH:29][CH:28]=[CH:27][CH:26]=2)[CH2:4][CH2:5][CH:6]([NH:9][C:10]([NH:12][CH2:13][CH2:14][C:15]2[C:23]3[C:18](=[CH:19][CH:20]=[C:21]([F:24])[CH:22]=3)[NH:17][CH:16]=2)=[O:11])[CH2:7][CH2:8]1.[CH3:31][N:2]([CH3:1])[C:3]1([C:25]2[CH:30]=[CH:29][CH:28]=[CH:27][CH:26]=2)[CH2:4][CH2:5][CH:6]([NH:9][C:10]([NH:12][CH2:13][CH2:14][C:15]2[C:23]3[C:18](=[CH:19][CH:20]=[C:21]([F:24])[CH:22]=3)[NH:17][CH:16]=2)=[O:11])[CH2:7][CH2:8]1 |f:3.4|. Procedure: In order to produce the hydrochloride (compound 19), the more nonpolar diastereoisomer of 1-(4-dimethylamino-4-phenylcyclohexyl)-3-[2-(5-fluoro-1H-indol-3-yl)ethyl]urea (140 mg, 0.33 mmole) was dissolved in ethyl methyl ketone (3 ml) and combined with trimethylchlorosilane (60 μl, 0.45 mmole). The resulting solid was filtered out and dried. The hydrochloride of the more nonpolar diastereoisomer of 1-(4-dimethylamino-4-phenylcyclohexyl)-3-[2-(5-fluoro-1H-indol-3-yl)ethyl]urea was obtained in this...